Dataset: the Open Reaction Database (ORD), a public repository of structured organic reaction records. Task: describe an organic reaction: reactants, conditions, products, and yield Product: COc1c(OC)c(OC(C)=O)c2ccc(Cl)cc2c1O. As a reaction SMILES: [CH3:36][C:37]#[N:38].[Cl:1][c:2]1[cH:3][c:4]2[c:5]([O:20][C:21](=[O:22])[CH3:23])[c:6]([O:18][CH3:19])[c:7]([O:16][CH3:17])[c:8]([O:12][C:13]([CH3:14])=[O:15])[c:9]2[cH:10][cH:11]1.[Na+:34].[Na+:35].[O-:24][P:25](=[O:26])([O-:27])[O-:28].[P:29]([O-:30])([O-:31])([OH:32])=[O:33]>>[Cl:1][c:2]1[cH:3][c:4]2[c:5]([OH:20])[c:6]([O:18][CH3:19])[c:7]([O:16][CH3:17])[c:8]([O:12][C:13]([CH3:14])=[O:15])[c:9]2[cH:10][cH:11]1. The reactants are CC#N, COc1c(OC)c(OC(C)=O)c2cc(Cl)ccc2c1OC(C)=O, [Na+], [Na+], O=P([O-])([O-])[O-], O=P([O-])([O-])O. Reactants: C(C)(C)(C)OC(=O)N1[C@H](CCC1)CO ((R)-1-t-butoxycarbonyl-2-pyrrolidinemethanol), OC=1C=NC2=CC=CC=C2C1 (3-hydroxyquinoline), C1(=CC=CC=C1)P(C1=CC=CC=C1)C1=CC=CC=C1 (triphenylphosphine), CCOC(=O)/N=N/C(=O)OCC (DEAD). Solvent: C1CCOC1 (THF). Yields the product C(=O)(OC(C)(C)C)N1[C@H](CCC1)COC=1C=NC2=CC=CC=C2C1 (3-((1-BOC-2-(R)-pyrrolidinyl)methoxy)quinoline). Reaction SMILES: [C:1]([O:5][C:6]([N:8]1[CH2:12][CH2:11][CH2:10][C@@H:9]1[CH2:13][OH:14])=[O:7])([CH3:4])([CH3:3])[CH3:2].O[C:16]1[CH:17]=[N:18][C:19]2[C:24]([CH:25]=1)=[CH:23][CH:22]=[CH:21][CH:20]=2.C1(P(C2C=CC=CC=2)C2C=CC=CC=2)C=CC=CC=1.CCOC(/N=N/C(OCC)=O)=O>C1COCC1>[C:6]([N:8]1[CH2:12][CH2:11][CH2:10][C@@H:9]1[CH2:13][O:14][C:16]1[CH:17]=[N:18][C:19]2[C:24]([CH:25]=1)=[CH:23][CH:22]=[CH:21][CH:20]=2)([O:5][C:1]([CH3:4])([CH3:3])[CH3:2])=[O:7]. Reported procedure: A 2.77 g sample of (R)-1-t-butoxycarbonyl-2-pyrrolidinemethanol and 3 g of 3-hydroxyquinoline were reacted with triphenylphosphine and DEAD in 100 mL of THF according to the procedure of Example 14a, to give 2.5 g of the title compound. MS (DCI/NH3) m/e 329 (M+H)+. 1H NMR (CDCl3, 300 MHz) δ: 8.67 (d, J=3 Hz 1H), 8.4 (d, J=7 Hz, 1H), 7.72 (dd, J=7, 1 Hz 1H), 7.56-7.40 (m, 3H), 4.24-3.94 (m, 3 H), 3.42 (bs 2H), 2.11-1.94 (m 3H), 1.92-1.48 (m 1H), (s 9H).